This data is from the Open Reaction Database (ORD), a public repository of structured organic reaction records. The task is: describe an organic reaction: reactants, conditions, products, and yield Starting materials: ClCCl, O=C(Cl)c1ccc(Cl)c(Cl)c1, [Na+], [OH-], NCCCCn1cncn1. Yields the product O=C(NCCCCn1cncn1)c1ccc(Cl)c(Cl)c1. Reaction SMILES: [CH2:24]([Cl:25])[Cl:26].[Cl:13][c:14]1[cH:15][c:16]([C:17](=[O:18])[Cl:19])[cH:20][cH:21][c:22]1[Cl:23].[Na+:12].[OH-:11].[n:1]1([CH2:6][CH2:7][CH2:8][CH2:9][NH2:10])[n:2][cH:3][n:4][cH:5]1>>[n:1]1([CH2:6][CH2:7][CH2:8][CH2:9][NH:10][C:17]([c:16]2[cH:15][c:14]([Cl:13])[c:22]([Cl:23])[cH:21][cH:20]2)=[O:18])[n:2][cH:3][n:4][cH:5]1. Yields the product N1(CCCCC1)CC=1C=C(OCCCNC(CS(=O)CCNC(=O)C=2OC=CC2)=O)C=CC1 (N-[3-[3-(piperidinomethyl) phenoxy]propyl]-2-[2-(2-furoyiamino)ethylsulfinyl]acetamide). Run in ClCCl (dichloromethane). Conditions: time 30 minute. Reactants: O1C(=CC=C1)C(=O)NCCS(=O)CC(=O)O (2-[2-(2-furoylamino)ethylsulfinyl)acetic acid), N1(CCCCC1)CC=1C=C(OCCCN)C=CC1 (N-3-[3-(piperidinomethyl)phenoxy]propylamine), C=1C=CC2=C(C1)N=NN2O (HOBt), C1CCC(CC1)N=C=NC2CCCCC2 (DCC). Reaction SMILES: [O:1]1[CH:5]=[CH:4][CH:3]=[C:2]1[C:6]([NH:8][CH2:9][CH2:10][S:11]([CH2:13][C:14]([OH:16])=O)=[O:12])=[O:7].C1C=CC2N(O)N=NC=2C=1.C1CCC(N=C=NC2CCCCC2)CC1.[N:42]1([CH2:48][C:49]2[CH:50]=[C:51]([CH:57]=[CH:58][CH:59]=2)[O:52][CH2:53][CH2:54][CH2:55][NH2:56])[CH2:47][CH2:46][CH2:45][CH2:44][CH2:43]1>ClCCl>[N:42]1([CH2:48][C:49]2[CH:50]=[C:51]([CH:57]=[CH:58][CH:59]=2)[O:52][CH2:53][CH2:54][CH2:55][NH:56][C:14](=[O:16])[CH2:13][S:11]([CH2:10][CH2:9][NH:8][C:6]([C:2]2[O:1][CH:5]=[CH:4][CH:3]=2)=[O:7])=[O:12])[CH2:47][CH2:46][CH2:45][CH2:44][CH2:43]1. Isolated yield 51.7%. Procedure details: There was suspended 3.0 g (0.0122 mol) of 2-[2-(2-furoylamino)ethylsulfinyl)acetic acid inl 100 ml of dichloromethane and added 1.87 g (0.0122 mol) of HOBt and 2.52 g (0.0122 mol) of DCC under cooling with ice, and the mixture was stirred for 30 minutes under cooling with ice. Thereto was added 3.04 g (0.0122 mol) of N-3-[3-(piperidinomethyl)phenoxy]propylamine, and the mixture was stirred for 18 hours at room temperature. The precipitate was filtrated off, and the filtrate was washed with 5 % a... The reactants are CC(=O)C (acetone), C(C)(=O)OC(C)=O (acetic anhydride), O(CC)C1=CC2=C(N=C(S2)S)C=C1 (6-ethoxyl-2-mercaptobenzothiazole), BrC(C(=O)O)C1=CC=CC=C1 (α-bromophenylacetic acid). The solvent is C(C)(=O)O (acetic acid). Run at time 8 hour. Yields the product [Br-].C(C)OC1=CC2=C([N+]3=C(S2)SC(=C3O)C3=CC=CC=C3)C=C1 (7-Ethoxy-3-hydroxy-2-phenylthiazolo[2,3-b]benzothiazolium bromide). The yield is 36.0%. Reaction SMILES: CC(C)=O.[O:5]([C:8]1[CH:17]=[CH:16][C:11]2[N:12]=[C:13]([SH:15])[S:14][C:10]=2[CH:9]=1)[CH2:6][CH3:7].[Br:18][CH:19]([C:23]1[CH:28]=[CH:27][CH:26]=[CH:25][CH:24]=1)[C:20](O)=[O:21].C(OC(=O)C)(=O)C>C(O)(=O)C>[Br-:18].[CH2:6]([O:5][C:8]1[CH:17]=[CH:16][C:11]2[N+:12]3[C:20]([OH:21])=[C:19]([C:23]4[CH:28]=[CH:27][CH:26]=[CH:25][CH:24]=4)[S:15][C:13]=3[S:14][C:10]=2[CH:9]=1)[CH3:7] |f:5.6|. Procedure details: A 2.5 l. acetone solution of 50.0 g. (0.237 moles) 6-ethoxyl-2-mercaptobenzothiazole and 51.0 g. (0.237 moles) α-bromophenylacetic acid containing 100 ml. glacial acetic acid and 100 ml. acetic anhydride is heated in an open flask until the solution is reduced to 2 l. The solution is allowed to stand at room temperature overnight. The precipitated solid is collected, washed with acetone and ether, and dried in an oven. The product, weighing 34.7 g. (36% yield), does not melt below 270° C. Starting materials: BrCCNC(OC(C)(C)C)=O (tert-butyl (2-bromoethyl)carbamate), C([O-])([O-])=O.[Cs+].[Cs+] (cesium carbonate), [I-].[Na+] (sodium iodide), OC1=CC=C(C=O)C=C1 (4-hydroxybenzaldehyde). Solvent: CN(C)C=O (DMF), O (Water). Run at temperature 65 celsius, time 8 hour. Yields the product C(=O)C1=CC=C(OCCNC(OC(C)(C)C)=O)C=C1 (tert-Butyl [2-(4-formylphenoxy)ethyl]carbamate). As a reaction SMILES: [OH:1][C:2]1[CH:9]=[CH:8][C:5]([CH:6]=[O:7])=[CH:4][CH:3]=1.Br[CH2:11][CH2:12][NH:13][C:14](=[O:20])[O:15][C:16]([CH3:19])([CH3:18])[CH3:17].C(=O)([O-])[O-].[Cs+].[Cs+].[I-].[Na+]>CN(C=O)C.O>[CH:6]([C:5]1[CH:8]=[CH:9][C:2]([O:1][CH2:11][CH2:12][NH:13][C:14](=[O:20])[O:15][C:16]([CH3:19])([CH3:18])[CH3:17])=[CH:3][CH:4]=1)=[O:7] |f:2.3.4,5.6|. Procedure details: 2.54 g (20.81 mmol) of 4-hydroxybenzaldehyde were initially charged in 50 ml of DMF. 5.13 g (22.89 mmol) of tert-butyl (2-bromoethyl)carbamate, 10.17 g (31.25 mmol) of cesium carbonate and 0.78 g (5.20 mmol) of sodium iodide were added, and the mixture was then stirred at 65° C. overnight. Water was added, and the reaction mixture was extracted three times with ethyl acetate. The combined organic phases were washed in each case twice with 1N aqueous sodium hydroxide solution, saturated aqueous a... Starting materials: [OH-].[Na+] (sodium hydroxide), C(C1=CC=CC=C1)OC1=CC=C(CNC(=S)C=2C=C3C=CC=NC3=CC2)C=C1 (quinoline-6-carbothioic acid 4-benzyloxy-benzylamide), ditrifluoroacetic acid, 10, BrCC1=CC2=CC=CC=C2C=C1 (2-(bromomethyl)naphthalene), resulting crude product, Cl.O(C)N (methoxylamine hydrochloride). Solvent: CN1C(CCC1)=O (N-methylpyrrolidinone), C(C)#N (acetonitrile), C(C)#N.O (acetonitrile water), FC(C(=O)O)(F)F (trifluoroacetic acid). The product is C(C1=CC=CC=C1)OC1=CC=C(CNC(=NOC)C=2C=C3C=CC=NC3=CC2)C=C1 (N-(4-Benzyloxy-benzyl)-N′-methoxy-quinoline-6-carboxamidine). Isolated yield 6.4%. RXN SMILES: [CH2:1]([O:8][C:9]1[CH:28]=[CH:27][C:12]([CH2:13][NH:14][C:15]([C:17]2[CH:18]=[C:19]3[C:24](=[CH:25][CH:26]=2)[N:23]=[CH:22][CH:21]=[CH:20]3)=S)=[CH:11][CH:10]=1)[C:2]1[CH:7]=[CH:6][CH:5]=[CH:4][CH:3]=1.BrCC1C=CC2C(=CC=CC=2)C=1.Cl.[O:42]([NH2:44])[CH3:43].[OH-].[Na+]>C(#N)C.O.FC(F)(F)C(O)=O.CN1CCCC1=O.C(#N)C>[CH2:1]([O:8][C:9]1[CH:28]=[CH:27][C:12]([CH2:13][NH:14][C:15]([C:17]2[CH:18]=[C:19]3[C:24](=[CH:25][CH:26]=2)[N:23]=[CH:22][CH:21]=[CH:20]3)=[N:44][O:42][CH3:43])=[CH:11][CH:10]=1)[C:2]1[CH:7]=[CH:6][CH:5]=[CH:4][CH:3]=1 |f:2.3,4.5,6.7|. Procedure: To a mixture of quinoline-6-carbothioic acid 4-benzyloxy-benzylamide described in Preparation Example E+-10 (57 mg, 0.15 mmol) and acetonitrile (3 mL) was added 2-(bromomethyl)naphthalene (200 mg, 0.94 mmol), which was then refluxed for 2 hours. After cooling, the solvent was evaporated in vacuo, and the residue was washed with diethyl ether three times. A mixture of a portion (29 mg) of the resulting crude product (57 mg), methoxylamine hydrochloride (2.9 mg, 0.035 mmol), an aqueous solution of... Reactants: CC=1C=C2C=CC=NC2=C(C1)[N+](=O)[O-] (6-methyl-8-nitroquinoline), CC=1C=C2C=CC=NC2=C(C1)[N+](=O)[O-] (6-methyl-8-nitroquinoline), O.NN (hydrazine hydrate). The reagents and catalysts are [Ni] (Raney nickel). Solvent: CO (MeOH). The product is CC=1C=C2C=CC=NC2=C(C1)N (6-Methylquinolin-8-amine). The yield is 62.8%. RXN SMILES: [CH3:1][C:2]1[CH:3]=[C:4]2[C:9](=[C:10]([N+:12]([O-])=O)[CH:11]=1)[N:8]=[CH:7][CH:6]=[CH:5]2.O.NN>[Ni].CO>[CH3:1][C:2]1[CH:3]=[C:4]2[C:9](=[C:10]([NH2:12])[CH:11]=1)[N:8]=[CH:7][CH:6]=[CH:5]2 |f:1.2|. Procedure: In a similar fashion using route 6 general procedure 14, 6-methyl-8-nitroquinoline (Intermediate 42) (300 mg, 1.6 mmol), Raney nickel (60 mg, 20% wt) hydrazine hydrate (0.32 ml, 6.30 mmol) and MeOH (8 ml) gave the title compound (159 mg) which was used in the next step without purification. Reactants: CCC1(O)CC(=O)OCc2c1cc1n(c2=O)Cc2cc3c(F)cc(F)cc3nc2-1, O=CCCc1ccccc1. Yields the product CCC1(O)CC(=O)OCc2c1cc1n(c2=O)Cc2c-1nc1cc(F)cc(F)c1c2CCc1ccccc1. RXN SMILES: [CH2:1]([CH3:2])[C:3]1([OH:29])[CH2:4][C:5](=[O:28])[O:6][CH2:7][c:8]2[c:9](=[O:27])[n:10]3[c:24]([cH:25][c:26]21)-[c:13]1[c:12]([cH:21][c:20]2[c:15]([n:14]1)[cH:16][c:17]([F:23])[cH:18][c:19]2[F:22])[CH2:11]3.[c:30]1([CH2:36][CH2:37][CH:38]=[O:39])[cH:31][cH:32][cH:33][cH:34][cH:35]1>>[CH2:1]([CH3:2])[C:3]1([OH:29])[CH2:4][C:5](=[O:28])[O:6][CH2:7][c:8]2[c:9](=[O:27])[n:10]3[c:24]([cH:25][c:26]21)-[c:13]1[c:12]([c:21]([CH2:37][CH2:36][c:30]2[cH:31][cH:32][cH:33][cH:34][cH:35]2)[c:20]2[c:15]([n:14]1)[cH:16][c:17]([F:23])[cH:18][c:19]2[F:22])[CH2:11]3. Reactants: C(C)OC(=O)C=1C=NC2=C(C=CC=C2C1Cl)[N+](=O)[O-] (8-nitro-4-chloro-quinoline-3-carboxylic acid ethyl ester), COC=1C=C(CN)C=CC1 (3-methoxy-benzylamine). Procedure details: The compound prepared in Example 3 was reacted with 3-methoxy-benzylamine according to the method as described in Example 4 and the obtained compound was treated as described in Example 14 to prepare the title compound (yield 85%). Yield: 85.0%. Yields the product C(C)OC(=O)C=1C=NC2=C(C=CC=C2C1NCC1=CC(=CC=C1)OC)N (8-Amino-4-(3-methoxy-benzylamino)-quinoline-3-carboxylic acid ethyl ester). RXN SMILES: [CH2:1]([O:3][C:4]([C:6]1[CH:7]=[N:8][C:9]2[C:14]([C:15]=1Cl)=[CH:13][CH:12]=[CH:11][C:10]=2[N+:17]([O-])=O)=[O:5])[CH3:2].[CH3:20][O:21][C:22]1[CH:23]=[C:24]([CH:27]=[CH:28][CH:29]=1)[CH2:25][NH2:26]>>[CH2:1]([O:3][C:4]([C:6]1[CH:7]=[N:8][C:9]2[C:14]([C:15]=1[NH:26][CH2:25][C:24]1[CH:27]=[CH:28][CH:29]=[C:22]([O:21][CH3:20])[CH:23]=1)=[CH:13][CH:12]=[CH:11][C:10]=2[NH2:17])=[O:5])[CH3:2]. Starting materials: FC(C=1C(=NC=CC1)C)F (3-(difluoromethyl)-2-methylpyridine), [Se]=O (selenium oxide). The solvent is O1CCOCC1 (1,4-dioxane). Product: FC(C=1C(=NC=CC1)C=O)F (3-(difluoromethyl)picolinaldehyde). Yield: 9.1%. RXN SMILES: [F:1][CH:2]([F:10])[C:3]1[C:4]([CH3:9])=[N:5][CH:6]=[CH:7][CH:8]=1.[Se]=[O:12]>O1CCOCC1>[F:1][CH:2]([F:10])[C:3]1[C:4]([CH:9]=[O:12])=[N:5][CH:6]=[CH:7][CH:8]=1. Procedure: A mixture of 3-(difluoromethyl)-2-methylpyridine (110 mg, 0.768 mmol) and selenium oxide (102 mg, 0.922 mmol) in 1,4-dioxane (3 mL) was warmed at reflux for twelve hours. The reaction mixture was then concentrated and purified with flash chromatography (12+S Biotage, heptane/ethyl acetate=1:0 to 1:1), to give 3-(difluoromethyl)picolinaldehyde as an oil (11 mg). 1H NMR (400 MHz, CDCl3) δ 10.1 (s, 1H), 8.90 (d, 1H), 8.22 (d, 1H), 7.64 (m, 1H), 7.59 (t, 1H).